This data is from the Open Reaction Database (ORD), a public repository of structured organic reaction records. The task is: describe an organic reaction: reactants, conditions, products, and yield Reaction SMILES: [CH3:12][O-:13].[CH3:15][O:16][CH:17]1[CH:18]([CH2:29][C:30]([CH2:31][Br:32])=[O:33])[N:19]([C:23](=[O:24])[O:25][CH2:26][CH:27]=[CH2:28])[CH2:20][CH2:21][CH2:22]1.[CH3:34][OH:35].[Cl:1][c:2]1[cH:3][c:4]2[n:5][cH:6][nH:7][c:8](=[O:11])[c:9]2[s:10]1.[Na+:14]>>[Cl:1][c:2]1[cH:3][c:4]2[n:5][cH:6][n:7]([CH2:31][C:30]([CH2:29][CH:18]3[CH:17]([O:16][CH3:15])[CH2:22][CH2:21][CH2:20][N:19]3[C:23](=[O:24])[O:25][CH2:26][CH:27]=[CH2:28])=[O:33])[c:8](=[O:11])[c:9]2[s:10]1. Product: C=CCOC(=O)N1CCCC(OC)C1CC(=O)Cn1cnc2cc(Cl)sc2c1=O. Starting materials: C[O-], C=CCOC(=O)N1CCCC(OC)C1CC(=O)CBr, CO, O=c1[nH]cnc2cc(Cl)sc12, [Na+]. Starting materials: Nc1ncnc2c1nc(N)n2C1CC(O)C(CO)O1, [Na+], [Na+], [Na+], O=P([O-])([O-])[O-]. Yields the product Nc1nc2c(O)ncnc2n1C1CC(O)C(CO)O1. As a reaction SMILES: [NH2:1][c:2]1[n:3]([CH:4]2[CH2:5][CH:6]([OH:7])[CH:8]([CH2:9][OH:10])[O:11]2)[c:12]2[n:13][cH:14][n:15][c:16]([NH2:19])[c:17]2[n:18]1.[Na+:25].[Na+:26].[Na+:27].[P:20](=[O:21])([O-:22])([O-:23])[O-:24]>>[NH2:1][c:2]1[n:3]([CH:4]2[CH2:5][CH:6]([OH:7])[CH:8]([CH2:9][OH:10])[O:11]2)[c:12]2[n:13][cH:14][n:15][c:16]([OH:21])[c:17]2[n:18]1. Reactants: Cl (HCl), FC1=C(N)C=CC=C1 (2-fluoroaniline), N1=CC=CC=C1 (pyridine), C(C=CC1=CC=CC=C1)(=O)Cl (Cinnamoyl chloride). Solvent: C1CCOC1 (THF), C1CCOC1 (THF). Conditions: time 15 hour. The product is FC1=C(C=CC=C1)NC(C=CC1=CC=CC=C1)=O (N-(2-fluorophenyl)cinnamamide). Isolated yield 101.9%. RXN SMILES: [C:1](Cl)(=[O:10])[CH:2]=[CH:3][C:4]1[CH:9]=[CH:8][CH:7]=[CH:6][CH:5]=1.[F:12][C:13]1[CH:19]=[CH:18][CH:17]=[CH:16][C:14]=1[NH2:15].N1C=CC=CC=1.Cl>C1COCC1>[F:12][C:13]1[CH:19]=[CH:18][CH:17]=[CH:16][C:14]=1[NH:15][C:1](=[O:10])[CH:2]=[CH:3][C:4]1[CH:9]=[CH:8][CH:7]=[CH:6][CH:5]=1. Procedure details: Cinnamoyl chloride (89.2 g, 535 mmol) was dissolved in THF (170 mL) and added dropwise to a 0° C. solution of 2-fluoroaniline (54.1 g, 486 mmol) and pyridine (39.35 mL, 486.5 mmol) dissolved in THF (170 mL). The mixture was allowed to warm to ambient temperature after the addition and stirred for 15 hours. A solution of 2M HCl was added (1250 mL) and the mixture was stirred at ambient temperature for 8 hours, during which the initial oil solidified to a light pink solid. This material was collec... Starting materials: CC1(O)C(=O)CC2CC1C2(C)C, c1ccccc1, NCc1cccnc1. Yields the product CC1(O)C(=NCc2cccnc2)CC2CC1C2(C)C. As a reaction SMILES: [OH:1][C:2]1([CH3:12])[CH:3]2[C:4]([CH3:10])([CH3:11])[CH:5]([CH2:6][C:7]1=[O:8])[CH2:9]2.[cH:21]1[cH:22][cH:23][cH:24][cH:25][cH:26]1.[n:13]1[cH:14][c:15]([CH2:19][NH2:20])[cH:16][cH:17][cH:18]1>>[OH:1][C:2]1([CH3:12])[CH:3]2[C:4]([CH3:10])([CH3:11])[CH:5]([CH2:6][C:7]1=[N:20][CH2:19][c:15]1[cH:14][n:13][cH:18][cH:17][cH:16]1)[CH2:9]2. The reactants are C(C)OC1=C(C(=O)O)C(=CC=C1)CCCCCCCCCCCCCCC (2-Ethoxy-6-pentadecylbenzoic Acid), S(=O)(Cl)Cl (thionyl chloride), CN(C=O)C (N,N-dimethylformamide). The solvent is CCCCCC (hexane). Yields the product C(C)OC1=C(C(=O)Cl)C=CC=C1 (2-Ethoxy-benzoyl Chloride). Reaction SMILES: [CH2:1]([O:3][C:4]1[CH:12]=[CH:11][CH:10]=[C:9](CCCCCCCCCCCCCCC)[C:5]=1[C:6](O)=[O:7])[CH3:2].S(Cl)([Cl:30])=O.CN(C)C=O>CCCCCC>[CH2:1]([O:3][C:4]1[CH:12]=[CH:11][CH:10]=[CH:9][C:5]=1[C:6]([Cl:30])=[O:7])[CH3:2]. Procedure: To a stirred solution of 2-Ethoxy-6-pentadecylbenzoic Acid (6.5 g, 16 mmol) in hexane (60 mL) were added thionyl chloride (2.5 g, 21 mmol) and N,N-dimethylformamide (0.5 mL). The reaction mixture was heated to reflux for 1 h. After the reaction was complete, the solvent was evaporated under reduced pressure to yield the desired 2-Ethoxy-benzoyl Chloride, which was redissolved in dichloromethane (50 mL) and used for the condensation with anilides. Starting materials: ClC=1C(C(=C(C(C1Cl)=O)C#N)C#N)=O (2,3-Dichloro-5,6-dicyano-1,4-benzoquinone), N1C(=CC2=CC=CC=C12)N1CCCC2=CC=CC=C12 (indolyl-tetrahydroquinoline), lanthanide triflate, N1CCCC2=CC=CC=C12 (tetrahydroquinoline). Solvent: ClCCl (dichloromethane), ClCCl (dichloromethane). Conditions: temperature 0 celsius, time 30 minute. The product is N1C(=CC2=CC=CC=C12)C1=NC2=CC=CC=C2C=C1 (indolyl-quinoline). Reaction SMILES: N1C2C(=CC=CC=2)C=C1[N:10]1[C:19]2[C:14](=[CH:15][CH:16]=[CH:17][CH:18]=2)[CH2:13][CH2:12][CH2:11]1.[NH:20]1[C:29]2[C:24](=[CH:25][CH:26]=[CH:27][CH:28]=2)[CH2:23][CH2:22]C1.ClC1C(=O)C(C#N)=C(C#N)C(=O)C=1Cl>ClCCl>[NH:20]1[C:29]2[C:24](=[CH:25][CH:26]=[CH:27][CH:28]=2)[CH:23]=[C:22]1[C:11]1[CH:12]=[CH:13][C:14]2[C:19](=[CH:18][CH:17]=[CH:16][CH:15]=2)[N:10]=1. Procedure: The indolyl-tetrahydroquinoline was made according to the established lanthanide triflate catalyzed Kobayashi chemistry (for a leading reference, see Kobayashi, S.; Ishitani, H.; Nagayama, S. Synthesis, 1995, 1195-1202). The tetrahydroquinoline (50.0 mg, 0.102 mmol) was dissolved in 10 mL anhydrous dichloromethane and the solution was cooled to 0° C. under nitrogen atmosphere. 2,3-Dichloro-5,6-dicyano-1,4-benzoquinone (47.6 mg, 0.210 mmol) in 2 mL dichloromethane was then added in a drop-wise fa...